Task: describe an organic reaction: reactants, conditions, products, and yield. Dataset: the Open Reaction Database (ORD), a public repository of structured organic reaction records The reactants are COC(=O)C(CC1CCCC1)N1CC(OC)=CC1=O, Cl, [Li+], C1CCOC1, [OH-], O, O. Yields the product COC1=CC(=O)N(C(CC2CCCC2)C(=O)O)C1. RXN SMILES: [CH3:1][O:2][C:3]([CH:4]([CH2:5][CH:6]1[CH2:7][CH2:8][CH2:9][CH2:10]1)[N:11]1[C:12](=[O:18])[CH:13]=[C:14]([O:16][CH3:17])[CH2:15]1)=[O:19].[ClH:23].[Li+:22].[O:24]1[CH2:25][CH2:26][CH2:27][CH2:28]1.[OH-:21].[OH2:20].[OH2:29]>>[O:2]=[C:3]([CH:4]([CH2:5][CH:6]1[CH2:7][CH2:8][CH2:9][CH2:10]1)[N:11]1[C:12](=[O:18])[CH:13]=[C:14]([O:16][CH3:17])[CH2:15]1)[OH:19]. The reactants are C(C=C)ON=C1C[C@H](N(C1)C(=O)OC(C)(C)C)C(=O)O ((2S,4EZ)-4-[(allyloxy)imino]-1-(tert-butoxycarbonyl)-2-pyrrolidinecarboxylic acid), C(C1=CC=CC=C1)(=O)N=C=O (benzoyl isocyanate), C(C)N1C2=CC=CC=C2C=2C=C(C=CC12)N (9-ethyl-9H-carbazol-3-amine). Product: C(C=C)ON=C1C[C@H](N(C1)C(=O)NC(C1=CC=CC=C1)=O)C(=O)NC=1C=CC=2N(C3=CC=CC=C3C2C1)CC ((2S,4EZ)-4-[(allyloxy)imino]-N1-benzoyl-N2-(9-ethyl-9H-carbazol-3-yl)-1,2-pyrrolidinedicarboxamide). RXN SMILES: [CH2:1]([O:4][N:5]=[C:6]1[CH2:10][N:9]([C:11]([O:13]C(C)(C)C)=O)[C@H:8]([C:18]([OH:20])=O)[CH2:7]1)[CH:2]=[CH2:3].[C:21]([N:29]=C=O)(=[O:28])[C:22]1[CH:27]=[CH:26][CH:25]=[CH:24][CH:23]=1.[CH2:32]([N:34]1[C:46]2[CH:45]=[CH:44][C:43]([NH2:47])=[CH:42][C:41]=2[C:40]2[C:35]1=[CH:36][CH:37]=[CH:38][CH:39]=2)[CH3:33]>>[CH2:1]([O:4][N:5]=[C:6]1[CH2:10][N:9]([C:11]([NH:29][C:21](=[O:28])[C:22]2[CH:23]=[CH:24][CH:25]=[CH:26][CH:27]=2)=[O:13])[C@H:8]([C:18]([NH:47][C:43]2[CH:44]=[CH:45][C:46]3[N:34]([CH2:32][CH3:33])[C:35]4[C:40]([C:41]=3[CH:42]=2)=[CH:39][CH:38]=[CH:37][CH:36]=4)=[O:20])[CH2:7]1)[CH:2]=[CH2:3]. Procedure details: Following the general method as outlined in Example 22, starting from (2S,4EZ)-4-[(allyloxy)imino]-1-(tert-butoxycarbonyl)-2-pyrrolidinecarboxylic acid, benzoyl isocyanate, and 9-ethyl-9H-carbazol-3-amine the title compound was obtained in 63% purity by LC/MS. MS(ESI+): m/z=524.4. Reactants: ON=C(C(=O)OC)C=1C=NSC1 (methyl 2-hydroxyimino-2-(isothiazol-4-yl)acetate), aqueous solution, C=O (formaldehyde), Cl (hydrochloric acid). Solvent: O (water). Run at time 7 hour. The product is S1N=CC(=C1)C(C(=O)O)=O (2-(isothiazol-4-yl)glyoxylic acid). RXN SMILES: ON=[C:3]([C:8]1[CH:9]=[N:10][S:11][CH:12]=1)[C:4]([O:6]C)=[O:5].C=[O:14].Cl>O>[S:11]1[CH:12]=[C:8]([C:3](=[O:14])[C:4]([OH:6])=[O:5])[CH:9]=[N:10]1. Procedure details: A mixture of methyl 2-hydroxyimino-2-(isothiazol-4-yl)acetate (anti isomer) (3.41 g.), 36% aqueous solution of formaldehyde (24 ml.), conc. hydrochloric acid (12 ml.) and water (24 ml.) was stirred for 7 hours at 90° to 100° C. The reaction mixture was allowed to stand overnight in a refrigerator to precipitate crystals. The crystals were collected by filtration, washed with a small amount of ice-water and then dried to give 2-(isothiazol-4-yl)glyoxylic acid (2.09 g.). The mother liquor was extr... Starting materials: ClC1=CC=C(C=C1)C1=C(C=2N(C=C1)C(N(N2)CC=2C=NC(=CC2)C(F)(F)F)=O)C2=CC=C(C=C2)OC (7-(4-chlorophenyl)-8-(4-methoxyphenyl)-2-((6-(trifluoromethyl)pyridin-3-yl)methyl)-[1,2,4]triazolo[4,3-a]pyridin-3(2H)-one), C(#N)[Cu] (CuCN). The solvent is CN1C(CCC1)=O (1-methylpyrrolidin-2-one). Conditions: temperature 250 celsius. Yields the product COC1=CC=C(C=C1)C=1C=2N(C=CC1C1=CC=C(C#N)C=C1)C(N(N2)CC=2C=NC(=CC2)C(F)(F)F)=O (4-(8-(4-methoxyphenyl)-3-oxo-2-((6-(trifluoromethyl)pyridin-3-yl)methyl)-2,3-dihydro-[1,2,4]triazolo[4,3-a]pyridin-7-yl)benzonitrile). As a reaction SMILES: Cl[C:2]1[CH:7]=[CH:6][C:5]([C:8]2[CH:13]=[CH:12][N:11]3[C:14](=[O:28])[N:15]([CH2:17][C:18]4[CH:19]=[N:20][C:21]([C:24]([F:27])([F:26])[F:25])=[CH:22][CH:23]=4)[N:16]=[C:10]3[C:9]=2[C:29]2[CH:34]=[CH:33][C:32]([O:35][CH3:36])=[CH:31][CH:30]=2)=[CH:4][CH:3]=1.[C:37]([Cu])#[N:38]>CN1CCCC1=O>[CH3:36][O:35][C:32]1[CH:33]=[CH:34][C:29]([C:9]2[C:10]3[N:11]([C:14](=[O:28])[N:15]([CH2:17][C:18]4[CH:19]=[N:20][C:21]([C:24]([F:25])([F:26])[F:27])=[CH:22][CH:23]=4)[N:16]=3)[CH:12]=[CH:13][C:8]=2[C:5]2[CH:6]=[CH:7][C:2]([C:37]#[N:38])=[CH:3][CH:4]=2)=[CH:30][CH:31]=1. Reported procedure: Into a microwave reaction vial were placed 7-(4-chlorophenyl)-8-(4-methoxyphenyl)-2-((6-(trifluoromethyl)pyridin-3-yl)methyl)-[1,2,4]triazolo[4,3-a]pyridin-3(2H)-one (51 mg, 0.10 mmol), CuCN (89.5 mg, 1.0 mmol), and 1-methylpyrrolidin-2-one (1.0 mL, dry). This mixture was heated to 250° C. in a microwave reactor for 8 h. HPLC/MS analysis indicated 55% conversion to desired product. The reaction mixture was cooled to room temperature and poured into 10% aqueous ammonium hydroxide solution. The re... Starting materials: [Si](C)(C)(C(C)(C)C)OCC=1C=C(OCC2=CC=C(S2)/C(=C/C=C/C(CC)(O)CC)/CC)C=CC1CO[Si](C)(C)C(C)(C)C ((4E,6E)-7-{5-[3,4-bis(tert-butyldimethylsilanyloxymethyl)phenoxymethyl]-2-thienyl}-3-ethylnona-4,6-dien-3-ol), [F-].C(CCC)[N+](CCCC)(CCCC)CCCC (tetrabutylammonium fluoride). Run in C1CCOC1 (THF). Reaction conditions: time 4 hour. Product: OCC=1C=C(OCC2=CC=C(S2)/C(=C/C=C/C(CC)(O)CC)/CC)C=CC1CO ((4E,6E)-7-[5-(3,4-bis-Hydroxymethyl-phenoxymethyl)-2-thienyl]-3-ethylnona-4,6-dien-3-ol). As a reaction SMILES: [Si]([O:8][CH2:9][C:10]1[CH:11]=[C:12]([CH:32]=[CH:33][C:34]=1[CH2:35][O:36][Si](C(C)(C)C)(C)C)[O:13][CH2:14][C:15]1[S:19][C:18](/[C:20](/[CH2:30][CH3:31])=[CH:21]/[CH:22]=[CH:23]/[C:24]([CH2:28][CH3:29])([OH:27])[CH2:25][CH3:26])=[CH:17][CH:16]=1)(C(C)(C)C)(C)C.[F-].C([N+](CCCC)(CCCC)CCCC)CCC>C1COCC1>[OH:8][CH2:9][C:10]1[CH:11]=[C:12]([CH:32]=[CH:33][C:34]=1[CH2:35][OH:36])[O:13][CH2:14][C:15]1[S:19][C:18](/[C:20](/[CH2:30][CH3:31])=[CH:21]/[CH:22]=[CH:23]/[C:24]([CH2:28][CH3:29])([OH:27])[CH2:25][CH3:26])=[CH:17][CH:16]=1 |f:1.2|. Reported procedure: 850 mg (1.3 mmol) of (4E,6E)-7-{5-[3,4-bis(tert-butyldimethylsilanyloxymethyl)phenoxymethyl]-2-thienyl}-3-ethylnona-4,6-dien-3-ol are dissolved in 20 mL of anhydrous THF. 3.9 mL (3.9 mmol) of 1 M tetrabutylammonium fluoride solution are then added and the medium is stirred for 4 hours. After the usual treatment, the residue is purified by chromatography on silica gel (eluent: 2 heptane/8 ethyl acetate). (4E,6E)-7-[5-(3,4-bis-Hydroxymethyl-phenoxymethyl)-2-thienyl]-3-ethylnona-4,6-dien-3-ol is ob... Reactants: CO (methanol), C(CCl)Cl (ethylene chloride), C(C)(=O)N[C@H](CC1=CC=CC=C1)C(=O)O (N-acetyl-D-phenylalanine), COC(C(N)CC1=CC=CC=C1)=O (DL-phenylalanine methyl ester). Run in O (water). Product: C(C)(=O)N[C@H](CC1=CC=CC=C1)C(=O)O (N-acetyl-D-phenylalanine), COC([C@@H](N)CC1=CC=CC=C1)=O (L-phenylalanine methyl ester). As a reaction SMILES: [C:1]([NH:4][C@@H:5]([C:13]([OH:15])=[O:14])[CH2:6][C:7]1[CH:12]=[CH:11][CH:10]=[CH:9][CH:8]=1)(=[O:3])[CH3:2].[CH3:16][O:17][C:18](=[O:28])[CH:19]([CH2:21][C:22]1[CH:27]=[CH:26][CH:25]=[CH:24][CH:23]=1)[NH2:20].CO.C(Cl)CCl>O>[C:1]([NH:4][C@@H:5]([C:13]([OH:15])=[O:14])[CH2:6][C:7]1[CH:8]=[CH:9][CH:10]=[CH:11][CH:12]=1)(=[O:3])[CH3:2].[CH3:16][O:17][C:18](=[O:28])[C@H:19]([CH2:21][C:22]1[CH:27]=[CH:26][CH:25]=[CH:24][CH:23]=1)[NH2:20]. Procedure: Typically, N-acetyl-D-phenylalanine is allowed to contact DL-phenylalanine methyl ester in a suitable solvent, e.g. methanol, ethylene chloride or water, to produce a crude crystalline salt of N-acetyl-D-phenylalanine and L-phenylalanine methyl ester. That salt is separated from the filtrate, purified and decomposed with aqueous hydrochloric acid to afford N-acetyl-D-phenylalanine as a precipitate and L-phenylalanine methyl ester hydrochloride in solution. After filtering, the solvent in the fil... Starting materials: COCOc1ccc(-c2cc(S(C)(=O)=O)nn2-c2ccc(OC)cc2)cc1, CC(C)O, Cl, C1CCOC1. Product: COc1ccc(-n2nc(S(C)(=O)=O)cc2-c2ccc(O)cc2)cc1. RXN SMILES: [CH3:1][O:2][CH2:3][O:4][c:5]1[cH:6][cH:7][c:8](-[c:11]2[cH:12][c:13]([S:24](=[O:25])(=[O:26])[CH3:27])[n:14][n:15]2-[c:16]2[cH:17][cH:18][c:19]([O:22][CH3:23])[cH:20][cH:21]2)[cH:9][cH:10]1.[CH:34]([OH:35])([CH3:36])[CH3:37].[ClH:28].[O:29]1[CH2:30][CH2:31][CH2:32][CH2:33]1>>[OH:4][c:5]1[cH:6][cH:7][c:8](-[c:11]2[cH:12][c:13]([S:24](=[O:25])(=[O:26])[CH3:27])[n:14][n:15]2-[c:16]2[cH:17][cH:18][c:19]([O:22][CH3:23])[cH:20][cH:21]2)[cH:9][cH:10]1. Reactants: ClC1=C(C=NC2=CC(=C(C=C12)OC)OC)C#N (4-chloro-6,7-dimethoxy-3-quinolinecarbonitrile), Cl.N1=CC=CC=C1 (pyridine hydrochloride), CSC=1C=C(N)C=CC1 (3-(methylthio)aniline). The solvent is C(C)OCCO (2-ethoxyethanol). The product is COC=1C=C2C(=C(C=NC2=CC1OC)C#N)NC1=CC(=CC=C1)SC (6.7-Dimethoxy-4-(3-methylsulfanyl-phenylamino)-quinoline-3-carbonitrile). Yield: 38.2%. As a reaction SMILES: Cl[C:2]1[C:11]2[C:6](=[CH:7][C:8]([O:14][CH3:15])=[C:9]([O:12][CH3:13])[CH:10]=2)[N:5]=[CH:4][C:3]=1[C:16]#[N:17].Cl.N1C=CC=CC=1.[CH3:25][S:26][C:27]1[CH:28]=[C:29]([CH:31]=[CH:32][CH:33]=1)[NH2:30]>C(OCCO)C>[CH3:13][O:12][C:9]1[CH:10]=[C:11]2[C:6](=[CH:7][C:8]=1[O:14][CH3:15])[N:5]=[CH:4][C:3]([C:16]#[N:17])=[C:2]2[NH:30][C:29]1[CH:31]=[CH:32][CH:33]=[C:27]([S:26][CH3:25])[CH:28]=1 |f:1.2|. Reported procedure: Using an analogous procedure to that described in Example 286, 248.7 mg (1 mmol) of 4-chloro-6,7-dimethoxy-3-quinolinecarbonitrile in 15 mL of 2-ethoxyethanol and in the presence of 115.6 mg (1 mmol) of pyridine hydrochloride was reacted with 167.1 mg (1.2 mmol) of 3-(methylthio)aniline to give 134.1 mg (38.2%) of the product as an off white solid, m.p.>250° C., mass (electrospray, m/e): M+H 351.9. As a reaction SMILES: [CH3:1][N:2]1[CH2:7][CH2:6][CH:5]([C:8]2[C:16]3[C:11](=[CH:12][CH:13]=[CH:14][CH:15]=3)[NH:10][N:9]=2)[CH2:4][CH2:3]1.[O:17]1[CH:21]=[CH:20][CH:19]=[C:18]1[C:22]([Cl:24])=[O:23]>C(Cl)(Cl)Cl>[ClH:24].[O:17]1[CH:21]=[CH:20][CH:19]=[C:18]1[C:22]([N:10]1[C:11]2[C:16](=[CH:15][CH:14]=[CH:13][CH:12]=2)[C:8]([CH:5]2[CH2:4][CH2:3][N:2]([CH3:1])[CH2:7][CH2:6]2)=[N:9]1)=[O:23] |f:3.4|. Procedure details: A mixture of 4.0 g of 3-(1-methyl-4-piperidinyl)-1H-indazole, 2.7 ml of 2-furoyl chloride (95% pure) and 60 ml of chloroform was refluxed for 3 hrs. The mixture was filtered. The filtrate was evaporated under reduced pressure, the residue was triturated and ethyl acetate and the solid was collected. The solid and filtrate were combined and recrystallized twice from ethanol to yield 3.3 g (51.5%) of product, mp 268°-270° C. The product is Cl.O1C(=CC=C1)C(=O)N1N=C(C2=CC=CC=C12)C1CCN(CC1)C (1-(2-Furoyl)-3-(1-methyl-4-piperidinyl)-1H-indazole hydrochloride). Starting materials: CN1CCC(CC1)C1=NNC2=CC=CC=C12 (3-(1-methyl-4-piperidinyl)-1H-indazole), O1C(=CC=C1)C(=O)Cl (2-furoyl chloride). Isolated yield 51.5%. The solvent is C(Cl)(Cl)Cl (chloroform).